Dataset: the Open Reaction Database (ORD), a public repository of structured organic reaction records. Task: describe an organic reaction: reactants, conditions, products, and yield Reactants: CCO, [H][H], O=[N+]([O-])c1cccnc1Nc1ccccc1. Yields the product Nc1cccnc1Nc1ccccc1. Reaction SMILES: [CH3:19][CH2:20][OH:21].[H:17][H:18].[N+:1]([O-:2])(=[O:3])[c:4]1[c:5]([NH:10][c:11]2[cH:12][cH:13][cH:14][cH:15][cH:16]2)[n:6][cH:7][cH:8][cH:9]1>>[NH2:1][c:4]1[c:5]([NH:10][c:11]2[cH:12][cH:13][cH:14][cH:15][cH:16]2)[n:6][cH:7][cH:8][cH:9]1. The reactants are FC(C=1C=C(C(=O)N2CCC3(C(NC(N3C3=C(C=CC=C3)C)C)=O)CC2)C=C(C1)C(F)(F)F)(F)F ((rac)-8-(3,5-bis-trifluoromethyl-benzoyl)-2-methyl-1-o-tolyl-1,3,8-triaza-spiro[4.5]decan-4-one), CI (methyl iodide). The product is FC(C=1C=C(C(=O)N2CCC3(C(N(C(N3C3=C(C=CC=C3)C)C)C)=O)CC2)C=C(C1)C(F)(F)F)(F)F ((rac)-8-(3,5-Bis-trifluoromethyl-benzoyl)-2,3-dimethyl-1-o-tolyl-1,3,8-triaza-spiro[4.5]decan-4-one). Reported procedure: The title compound, MS: m/e=571.1 (M+H+), was prepared in accordance with the general method of example 99 from (rac)-8-(3,5-bis-trifluoromethyl-benzoyl)-2-methyl-1-o-tolyl-1,3,8-triaza-spiro[4.5]decan-4-one and methyl iodide. RXN SMILES: [F:1][C:2]([F:35])([F:34])[C:3]1[CH:4]=[C:5]([CH:27]=[C:28]([C:30]([F:33])([F:32])[F:31])[CH:29]=1)[C:6]([N:8]1[CH2:26][CH2:25][C:11]2([N:15]([C:16]3[CH:21]=[CH:20][CH:19]=[CH:18][C:17]=3[CH3:22])[CH:14]([CH3:23])[NH:13][C:12]2=[O:24])[CH2:10][CH2:9]1)=[O:7].[CH3:36]I>>[F:35][C:2]([F:1])([F:34])[C:3]1[CH:4]=[C:5]([CH:27]=[C:28]([C:30]([F:33])([F:32])[F:31])[CH:29]=1)[C:6]([N:8]1[CH2:9][CH2:10][C:11]2([N:15]([C:16]3[CH:21]=[CH:20][CH:19]=[CH:18][C:17]=3[CH3:22])[CH:14]([CH3:23])[N:13]([CH3:36])[C:12]2=[O:24])[CH2:25][CH2:26]1)=[O:7]. RXN SMILES: Cl[C:2]1([F:11])[C:7](F)([F:8])[CH2:6][CH:5]=[CH:4][CH:3]1[CH3:10].[OH-].[Na+]>[Cl-].C([N+](CC)(CC)CC)C1C=CC=CC=1>[F:11][C:2]1[C:7]([F:8])=[CH:6][CH:5]=[CH:4][C:3]=1[CH3:10] |f:1.2,3.4|. Reported procedure: To a stirred solution of 4-chloro-3-methyl-4,5,5-trifluorocyclohexene of 58.6 g prepared in Example 12 was added 2.5 g of benzyltriethylammonium chloride, and then the reaction mixture was heated to 80° C. followed by slowly adding 240 g of 50% aqueous sodium hydroxide solution for 1 hour. The reaction mixture was stirred for additional 3 hours at 80° C., and then the resultant was purified by steam distillation followed by separating the aqueous layer. The organic layer was dried with calcium c... Starting materials: ClC1(C(C=CCC1(F)F)C)F (4-chloro-3-methyl-4,5,5-trifluorocyclohexene), [OH-].[Na+] (sodium hydroxide). The reagents and catalysts are [Cl-].C(C1=CC=CC=C1)[N+](CC)(CC)CC (benzyltriethylammonium chloride). Reaction conditions: temperature 80 celsius, time 3 hour. Product: FC1=C(C=CC=C1F)C (2,3-difluorotoluene). Reactants: CC(C)C[Al+]CC(C)C, CCOC(=O)c1conc1-c1ccc(Cl)c(F)c1, Cl, [H-], C1CCOC1. Yields the product OCc1conc1-c1ccc(Cl)c(F)c1. As a reaction SMILES: [CH2:20]([Al+:21][CH2:22][CH:23]([CH3:24])[CH3:25])[CH:26]([CH3:27])[CH3:28].[Cl:1][c:2]1[c:3]([F:18])[cH:4][c:5](-[c:8]2[n:9][o:10][cH:11][c:12]2[C:13](=[O:14])[O:15][CH2:16][CH3:17])[cH:6][cH:7]1.[ClH:29].[H-:19].[O:30]1[CH2:31][CH2:32][CH2:33][CH2:34]1>>[Cl:1][c:2]1[c:3]([F:18])[cH:4][c:5](-[c:8]2[n:9][o:10][cH:11][c:12]2[CH2:13][OH:14])[cH:6][cH:7]1. The reactants are Cl[Si](C)(C)C (chlorotrimethylsilane), cis-trans mixture, CN(C1(CCC(CC1)NC(=O)C=1C(=NOC1C)C1=CC=CC=C1)C1=CC=CC=C1)C (5-methyl-3-phenylisoxazole-4-carboxylic acid (4-dimethylamino-4-phenylcyclohexyl)amide), Cl (hydrochloride), CN(C1(CCC(CC1)N)C1=CC=CC=C1)C (N,N-dimethyl-1-phenylcyclohexane-1,4-diamine), CC1=C(C(=NO1)C1=CC=CC=C1)C(=O)O (5-methyl-3-phenylisoxazole-4-carboxylic acid). Solvent: O (water), C(C)OCC.CO (diethyl ether methanol), C(C)OCC (diethyl ether), C(C)(=O)OCC (ethyl acetate), CC(CC)=O (2-butanone). Yields the product Cl.CN(C1(CCC(CC1)NC(=O)C=1C(=NOC1C)C1=CC=CC=C1)C1=CC=CC=C1)C (5-methyl-3-phenylisoxazole-4-carboxylic acid (4-dimethylamino-4-phenylcyclohexyl)amide hydrochloride). As a reaction SMILES: CN(C)C1(C2C=CC=CC=2)CCC(N)CC1.CC1ON=C(C2C=CC=CC=2)C=1C(O)=O.Cl.[CH3:33][N:34]([CH3:62])[C:35]1([C:56]2[CH:61]=[CH:60][CH:59]=[CH:58][CH:57]=2)[CH2:40][CH2:39][CH:38]([NH:41][C:42]([C:44]2[C:45]([C:50]3[CH:55]=[CH:54][CH:53]=[CH:52][CH:51]=3)=[N:46][O:47][C:48]=2[CH3:49])=[O:43])[CH2:37][CH2:36]1.[Cl:63][Si](C)(C)C>CC(=O)CC.O.C(OCC)(=O)C.C(OCC)C.CO.C(OCC)C>[ClH:63].[CH3:62][N:34]([CH3:33])[C:35]1([C:56]2[CH:61]=[CH:60][CH:59]=[CH:58][CH:57]=2)[CH2:40][CH2:39][CH:38]([NH:41][C:42]([C:44]2[C:45]([C:50]3[CH:51]=[CH:52][CH:53]=[CH:54][CH:55]=3)=[N:46][O:47][C:48]=2[CH3:49])=[O:43])[CH2:37][CH2:36]1 |f:8.9,11.12|. Procedure: As described for Example 120, 650 mg of a cis-trans mixture of N,N-dimethyl-1-phenylcyclohexane-1,4-diamine were reacted with 600 mg 5-methyl-3-phenylisoxazole-4-carboxylic acid (1 molar equivalent) and the crude product was isolated. The main fraction, obtained after column chromatography on silica gel (3.0×18 cm) with 100 ml diethyl ether followed by 350 ml diethyl ether/methanol (V:V=2:1), of 560 mg was dissolved in 20 ml 2-butanone and 10 ml ethyl acetate and converted into the corresponding... Starting materials: Cl (HCl), COC([C@H]1N(CC(C1)=C)C(C1=C(C=C(C(=C1)OC)OCCCCCBr)[N+](=O)[O-])=O)=O (1-[4-(5-bromopentyloxy)-5-methoxy-2-nitro-benzoyl]-4-methylene-L-proline methyl ester), CC(C)C[AlH]CC(C)C (DIBAL-H), solution. Reagents/catalysts: CO (methanol). The solvent is C1(=CC=CC=C1)C.C(Cl)Cl (toluene CH2Cl2), C1(=CC=CC=C1)C (toluene). Run at temperature 0 celsius, time 45 minute. Product: BrCCCCCOC1=CC(=C(C(=O)N2[C@@H](CC(C2)=C)C=O)C=C1OC)[N+](=O)[O-] ((S)-1-[4-(5-bromopentyloxy)-5-methoxy-2-nitro-benzoyl]-4-methylene-2-pyrrolidinecarboxaldehyde). Yield: 80.5%. As a reaction SMILES: C[O:2][C:3](=O)[C@@H:4]1[CH2:8][C:7](=[CH2:9])[CH2:6][N:5]1[C:10](=[O:29])[C:11]1[CH:16]=[C:15]([O:17][CH3:18])[C:14]([O:19][CH2:20][CH2:21][CH2:22][CH2:23][CH2:24][Br:25])=[CH:13][C:12]=1[N+:26]([O-:28])=[O:27].CC(C[AlH]CC(C)C)C.Cl>C1(C)C=CC=CC=1.C(Cl)Cl.C1(C)C=CC=CC=1.CO>[Br:25][CH2:24][CH2:23][CH2:22][CH2:21][CH2:20][O:19][C:14]1[C:15]([O:17][CH3:18])=[CH:16][C:11]([C:10]([N:5]2[CH2:6][C:7](=[CH2:9])[CH2:8][C@H:4]2[CH:3]=[O:2])=[O:29])=[C:12]([N+:26]([O-:28])=[O:27])[CH:13]=1 |f:3.4|. Reported procedure: To a vigorously stirred solution of 1-[4-(5-bromopentyloxy)-5-methoxy-2-nitro-benzoyl]-4-methylene-L-proline methyl ester 18 (61 mg, 0.12 mmol) in anhydrous toluene —CH2Cl2 (3:1, 2.5 mL) was added dropwise solution of DIBAL-H (188 μL of a 1M solution in toluene) at −78° C. under argon atmosphere. After the mixture was stirred for an additional 45 min, excess reagent was decomposed by addition of three drops of methanol followed by 5% HCl (2 mL). The resulting mixture was allowed to warm to 0° C.... Starting materials: COC=1C=C(C=CC1)C1=NN2C(C=C(C=C2)NC(=O)C=2N(N=CC2C(=O)N2CCOCC2)C)=N1 (2-methyl-4-(morpholine-4-carbonyl)-2H-pyrazole-3-carboxylic acid [2-(3-methoxy-phenyl)-[1,2,4]triazolo[1,5-a]pyridin-7-yl]-amide), B(Br)(Br)Br (boron tribromide). Run in O (water), C(Cl)Cl (DCM), C(Cl)Cl (DCM). Run at temperature 25 celsius, time 4 hour. Yields the product OC=1C=C(C=CC1)C1=NN2C(C=C(C=C2)NC(=O)C=2N(N=CC2C(=O)N2CCOCC2)C)=N1 (2-methyl-4-(morpholine-4-carbonyl)-2H-pyrazole-3-carboxylic acid [2-(3-hydroxy-phenyl)-[1,2,4]triazolo[1,5-a]pyridin-7-yl]-amide). Yield: 95.3%. Reaction SMILES: C[O:2][C:3]1[CH:4]=[C:5]([C:9]2[N:34]=[C:12]3[CH:13]=[C:14]([NH:17][C:18]([C:20]4[N:21]([CH3:33])[N:22]=[CH:23][C:24]=4[C:25]([N:27]4[CH2:32][CH2:31][O:30][CH2:29][CH2:28]4)=[O:26])=[O:19])[CH:15]=[CH:16][N:11]3[N:10]=2)[CH:6]=[CH:7][CH:8]=1.B(Br)(Br)Br>C(Cl)Cl.O>[OH:2][C:3]1[CH:4]=[C:5]([C:9]2[N:34]=[C:12]3[CH:13]=[C:14]([NH:17][C:18]([C:20]4[N:21]([CH3:33])[N:22]=[CH:23][C:24]=4[C:25]([N:27]4[CH2:28][CH2:29][O:30][CH2:31][CH2:32]4)=[O:26])=[O:19])[CH:15]=[CH:16][N:11]3[N:10]=2)[CH:6]=[CH:7][CH:8]=1. Procedure details: To a solution of 2-methyl-4-(morpholine-4-carbonyl)-2H-pyrazole-3-carboxylic acid [2-(3-methoxy-phenyl)-[1,2,4]triazolo[1,5-a]pyridin-7-yl]-amide (Example 75) (2.7 g, 5.86 mmol) in DCM (50 ml) was added a solution of boron tribromide in DCM (1 M solution; 15 ml, 14.6 mmol) at 25° C. The reaction mixture was stirred at 25° C. for 4 h under nitrogen atmosphere. The mixture was diluted with water (100 ml) and stirred for 15 min. The resultant precipitated solid was filtered, washed thoroughly with ... The reactants are CCOC(=O)c1c(-c2ccccc2)c2cc(-n3cccc3)ccc2n1Cc1ccccc1, C1CCOC1, CO, [Li+], [OH-], O, O. Product: O=C(O)c1c(-c2ccccc2)c2cc(-n3cccc3)ccc2n1Cc1ccccc1. Reaction SMILES: [CH2:1]([c:2]1[cH:3][cH:4][cH:5][cH:6][cH:7]1)[n:8]1[c:9]([C:28](=[O:29])[O:30][CH2:31][CH3:32])[c:10](-[c:22]2[cH:23][cH:24][cH:25][cH:26][cH:27]2)[c:11]2[cH:12][c:13](-[n:17]3[cH:18][cH:19][cH:20][cH:21]3)[cH:14][cH:15][c:16]12.[CH2:36]1[O:37][CH2:38][CH2:39][CH2:40]1.[CH3:41][OH:42].[Li+:35].[OH-:34].[OH2:33].[OH2:43]>>[CH2:1]([c:2]1[cH:3][cH:4][cH:5][cH:6][cH:7]1)[n:8]1[c:9]([C:28](=[O:29])[OH:30])[c:10](-[c:22]2[cH:23][cH:24][cH:25][cH:26][cH:27]2)[c:11]2[cH:12][c:13](-[n:17]3[cH:18][cH:19][cH:20][cH:21]3)[cH:14][cH:15][c:16]12. Starting materials: CS(=O)(=O)OCCN1C2=CC=CC=C2SC=2C=CC=CC12 (2-(phenothiazin-10-yl)ethyl methanesulfonate), O=CC1=CC(OC)=C(O)C=C1 (vanillin). Product: COC=1C=C(C=O)C=CC1OCCN1C2=CC=CC=C2SC=2C=CC=CC12 (3-Methoxy -4-[2-(phenothiazin-10-yl)ethoxy]benzaldehyde). Isolated yield 71.2%. As a reaction SMILES: CS([O:5][CH2:6][CH2:7][N:8]1[C:21]2[CH:20]=[CH:19][CH:18]=[CH:17][C:16]=2[S:15][C:14]2[C:9]1=[CH:10][CH:11]=[CH:12][CH:13]=2)(=O)=O.[O:22]=[CH:23][C:24]1[CH:32]=[CH:31][C:29](O)=[C:26]([O:27][CH3:28])[CH:25]=1>>[CH3:28][O:27][C:26]1[CH:25]=[C:24]([CH:32]=[CH:31][C:29]=1[O:5][CH2:6][CH2:7][N:8]1[C:21]2[CH:20]=[CH:19][CH:18]=[CH:17][C:16]=2[S:15][C:14]2[C:9]1=[CH:10][CH:11]=[CH:12][CH:13]=2)[CH:23]=[O:22]. Procedure: The title compound (2.5 g, 71%) was prepared as a white solid from 2-(phenothiazin-10-yl)ethyl methanesulfonate (3.0 g, 9.3 mmol) and vanillin (1.7 g, 11.2 mmol) using a similar procedure to that described in preparation 4. mp: 130° C. Reactants: CC1(C)OCC(COCc2cn(Cc3ccc(F)cc3)c3cnc(C(=O)O)cc23)O1, CNO, CCOC(C)=O, Cl, CN(C)C=O. Yields the product CN(O)C(=O)c1cc2c(COCC3COC(C)(C)O3)cn(Cc3ccc(F)cc3)c2cn1. As a reaction SMILES: [CH3:1][C:2]1([CH3:30])[O:3][CH2:4][CH:5]([CH2:7][O:8][CH2:9][c:10]2[cH:11][n:12]([CH2:22][c:23]3[cH:24][cH:25][c:26]([F:29])[cH:27][cH:28]3)[c:13]3[cH:14][n:15][c:16]([C:19](=[O:20])[OH:21])[cH:17][c:18]23)[O:6]1.[CH3:32][NH:33][OH:34].[CH3:40][CH2:41][O:42][C:43]([CH3:44])=[O:45].[ClH:31].[O:35]=[CH:36][N:37]([CH3:38])[CH3:39]>>[CH3:1][C:2]1([CH3:30])[O:3][CH2:4][CH:5]([CH2:7][O:8][CH2:9][c:10]2[cH:11][n:12]([CH2:22][c:23]3[cH:24][cH:25][c:26]([F:29])[cH:27][cH:28]3)[c:13]3[cH:14][n:15][c:16]([C:19](=[O:20])[N:33]([CH3:32])[OH:34])[cH:17][c:18]23)[O:6]1.